From a dataset of the Open Reaction Database (ORD), a public repository of structured organic reaction records. describe an organic reaction: reactants, conditions, products, and yield Starting materials: COc1ccc(Sc2ccc(CCN)cc2)cc1, CO, CCOC(=O)C(F)(F)F, C1CCOC1. Yields the product COc1ccc(Sc2ccc(CCNC(=O)C(F)(F)F)cc2)cc1. Reaction SMILES: [CH3:1][O:2][c:3]1[cH:4][cH:5][c:6]([S:9][c:10]2[cH:11][cH:12][c:13]([CH2:16][CH2:17][NH2:18])[cH:14][cH:15]2)[cH:7][cH:8]1.[CH3:28][OH:29].[F:19][C:20]([C:21](=[O:22])[O:23][CH2:24][CH3:25])([F:26])[F:27].[O:30]1[CH2:31][CH2:32][CH2:33][CH2:34]1>>[CH3:1][O:2][c:3]1[cH:4][cH:5][c:6]([S:9][c:10]2[cH:11][cH:12][c:13]([CH2:16][CH2:17][NH:18][C:21]([C:20]([F:19])([F:26])[F:27])=[O:22])[cH:14][cH:15]2)[cH:7][cH:8]1. Reactants: O=Cc1cc(Br)ccc1O, CCCN, CCCCCC, CCO, CC(=O)O, C[N+](=O)[O-], O, c1ccccc1, c1ccccc1. The product is O=[N+]([O-])C=Cc1cc(Br)ccc1O. Reaction SMILES: [Br:1][c:2]1[cH:3][cH:4][c:5]([OH:10])[c:6]([CH:7]=[O:8])[cH:9]1.[CH2:11]([NH2:12])[CH2:13][CH3:14].[CH3:26][CH2:27][CH2:28][CH2:29][CH2:30][CH3:31].[CH3:38][CH2:39][OH:40].[CH3:41][C:42](=[O:43])[OH:44].[N+:16](=[O:17])([O-:18])[CH3:19].[OH2:15].[cH:20]1[cH:21][cH:22][cH:23][cH:24][cH:25]1.[cH:32]1[cH:33][cH:34][cH:35][cH:36][cH:37]1>>[Br:1][c:2]1[cH:3][cH:4][c:5]([OH:10])[c:6]([CH:7]=[CH:19][N+:16](=[O:17])[O-:18])[cH:9]1. Reactants: OCc1ccc(OC(F)(F)F)cn1, [K+], O=[Mn](=O)(=O)[O-], O. Product: O=C(O)c1ccc(OC(F)(F)F)cn1. Reaction SMILES: [F:1][C:2]([O:3][c:4]1[cH:5][cH:6][c:7]([CH2:10][OH:11])[n:8][cH:9]1)([F:12])[F:13].[K+:19].[Mn:14](=[O:15])([O-:16])(=[O:17])=[O:18].[OH2:20]>>[F:1][C:2]([O:3][c:4]1[cH:5][cH:6][c:7]([C:10](=[O:11])[OH:15])[n:8][cH:9]1)([F:12])[F:13]. Reactants: C(C)C1=CC=C(OC=2C(NC(=NC2)S)=O)C=C1 (5-(4-ethylphenoxy)-2-(mercapto)pyrimidine-4(3H)-one), C(C)O (ethanol). The reagents and catalysts are [Ni] (Ni). The solvent is C(C)(=O)OCC (ethyl acetate), ClCCl (dichloromethane), C(C)(=O)OCC (ethyl acetate). Reaction conditions: temperature 40 celsius, time 3 hour. The product is C(C)C1=CC=C(OC=2C(NC=NC2)=O)C=C1 (5-(4-ethylphenoxy)pyrimidine-4(3H)-one). Yield: 61.6%. As a reaction SMILES: [CH2:1]([C:3]1[CH:17]=[CH:16][C:6]([O:7][C:8]2[C:9](=[O:15])[NH:10][C:11](S)=[N:12][CH:13]=2)=[CH:5][CH:4]=1)[CH3:2].C(O)C>C(OCC)(=O)C.ClCCl.[Ni]>[CH2:1]([C:3]1[CH:17]=[CH:16][C:6]([O:7][C:8]2[C:9](=[O:15])[NH:10][CH:11]=[N:12][CH:13]=2)=[CH:5][CH:4]=1)[CH3:2]. Reported procedure: A mixture of 5-(4-ethylphenoxy)-2-(mercapto)pyrimidine-4(3H)-one (2.49 g, 10.28 mmoles), ethanol (250 mL) and wet Raney Ni (50% slurry in water, active catalyst) (Aldrich) (10.9 g) was refluxed with stirring for 3 hours. The reaction was cooled to about 40° C. and filtered through a pad of CELITE 545 (Fisher). The pad was washed with hot ethanol (2×75 mL) and placed in a beaker of water. The combined filtrates were spin evaporated in vacuo to a syrup. The syrup was dissolved in ethyl acetate and...